This data is from the Open Reaction Database (ORD), a public repository of structured organic reaction records. The task is: describe an organic reaction: reactants, conditions, products, and yield The reactants are C(C)(C)(C)OC(=O)N1C(=NC(=C1)C=1C2=C(SC1)C(=CS2)Br)[C@H]2N(CCC2)C(=O)OC(C)(C)C (4-(6-bromo-thieno[3,2-b]thiophen-3-yl)-2-(S)-(1-tert-butoxycarbonyl-pyrrolidin-2-yl)-imidazole-1-carboxylic acid tert-butyl ester), Cl.BrC1=CN2C(S1)=NC(=C2)N (2-bromo-imidazo[2,1-b]thiazol-6-ylamine hydrochloride). Yields the product BrC1=CSC2=C1SC=C2C=2N=C(NC2)[C@H]2NCCC2 (4-(6-bromo-thieno[3,2-b]thiophen-3-yl)-2-(S)-pyrrolidin-2-yl-1H-imidazole). As a reaction SMILES: C(OC([N:8]1[CH:12]=[C:11]([C:13]2[C:14]3[S:20][CH:19]=[C:18]([Br:21])[C:15]=3[S:16][CH:17]=2)[N:10]=[C:9]1[C@@H:22]1[CH2:26][CH2:25][CH2:24][N:23]1C(OC(C)(C)C)=O)=O)(C)(C)C.Cl.BrC1SC2=NC(N)=CN2C=1>>[Br:21][C:18]1[C:15]2[S:16][CH:17]=[C:13]([C:11]3[N:10]=[C:9]([C@@H:22]4[CH2:26][CH2:25][CH2:24][NH:23]4)[NH:8][CH:12]=3)[C:14]=2[S:20][CH:19]=1 |f:1.2|. Reported procedure: Compound 77 was synthesized from compound 76 (1.29 mmol), following the procedure as described for compound 11 to give compound 77 in quantitative yield. MS (ESI, EI+) m/z=354.1/356.13 (MH+). Procedure details: A solution of 32 g of N-benzyloxycarbonyloxysuccinimide in 100 ml of tetrahydrofuran is reacted with 15 g of 6-amino-1-hexanol in 30 ml of 50% methanol:tetrahydrofuran. The reaction mixture is stirred overnight at room temperature, and poured into water. The resulting mixture is extracted with methylene chloride and the organic layer is washed with sodium chloride solution, dried over anhydrous magnesium sulfate. The magnesium sulfate is filtered and the solvent is removed by evaporation. The pr... Yields the product C(C1=CC=CC=C1)OC(=O)NCCCCCCO (N-(benzyloxycarbonyl)-6-amino-1-hexanol). Reactants: O (water), C(C1=CC=CC=C1)OC(=O)ON1C(CCC1=O)=O (N-benzyloxycarbonyloxysuccinimide), NCCCCCCO (6-amino-1-hexanol). Conditions: time 8 hour. The solvent is O1CCCC1 (tetrahydrofuran), O1CCCC1 (tetrahydrofuran), CO (methanol). Reaction SMILES: [CH2:1]([O:8][C:9]([O:11]N1C(=O)CCC1=O)=O)[C:2]1[CH:7]=[CH:6][CH:5]=[CH:4][CH:3]=1.[NH2:19][CH2:20][CH2:21][CH2:22][CH2:23][CH2:24][CH2:25][OH:26].O>O1CCCC1.CO>[CH2:1]([O:8][C:9]([NH:19][CH2:20][CH2:21][CH2:22][CH2:23][CH2:24][CH2:25][OH:26])=[O:11])[C:2]1[CH:3]=[CH:4][CH:5]=[CH:6][CH:7]=1. Starting materials: CCOC(=O)COc1ccc(Sc2cc(O)cc(C#Cc3ccc(Cl)cc3)c2)cc1Cl, CCCCP(CCCC)CCCC, C1CCOC1, O=C(N=NC(=O)N1CCCCC1)N1CCCCC1, OCc1ccc(CN2CCOCC2)cc1. The product is CCOC(=O)COc1ccc(Sc2cc(C#Cc3ccc(Cl)cc3)cc(OCc3ccc(CN4CCOCC4)cc3)c2)cc1Cl. RXN SMILES: [CH2:1]([CH3:2])[O:3][C:4]([CH2:5][O:6][c:7]1[c:8]([Cl:30])[cH:9][c:10]([S:13][c:14]2[cH:15][c:16]([C:21]#[C:22][c:23]3[cH:24][cH:25][c:26]([Cl:29])[cH:27][cH:28]3)[cH:17][c:18]([OH:20])[cH:19]2)[cH:11][cH:12]1)=[O:31].[CH2:47]([P:48]([CH2:49][CH2:50][CH2:51][CH3:52])[CH2:53][CH2:54][CH2:55][CH3:56])[CH2:57][CH2:58][CH3:59].[CH2:78]1[O:79][CH2:80][CH2:81][CH2:82]1.[N:60]([C:61]([N:62]1[CH2:63][CH2:64][CH2:65][CH2:66][CH2:67]1)=[O:68])=[N:69][C:70]([N:71]1[CH2:72][CH2:73][CH2:74][CH2:75][CH2:76]1)=[O:77].[O:32]1[CH2:33][CH2:34][N:35]([CH2:38][c:39]2[cH:40][cH:41][c:42]([CH2:45][OH:46])[cH:43][cH:44]2)[CH2:36][CH2:37]1>>[CH2:1]([CH3:2])[O:3][C:4]([CH2:5][O:6][c:7]1[c:8]([Cl:30])[cH:9][c:10]([S:13][c:14]2[cH:15][c:16]([C:21]#[C:22][c:23]3[cH:24][cH:25][c:26]([Cl:29])[cH:27][cH:28]3)[cH:17][c:18]([O:20][CH2:45][c:42]3[cH:41][cH:40][c:39]([CH2:38][N:35]4[CH2:34][CH2:33][O:32][CH2:37][CH2:36]4)[cH:44][cH:43]3)[cH:19]2)[cH:11][cH:12]1)=[O:31]. The reactants are ClC1=C(C=CC=C1C=1N=C(SC1C1=NC(=NC=C1)Cl)C(C)(C)C)NS(=O)(=O)C1=C(C=CC(=C1)F)F (N-{2-chloro-3-[5-(2-chloro-4-pyrimidinyl)-2-(1,1-dimethylethyl)-1,3-thiazol-4-yl]phenyl}-2,5-difluorobenzenesulfonamide), [OH-].[NH4+] (ammonium hydroxide). The product is NC1=NC=CC(=N1)C1=C(N=C(S1)C(C)(C)C)C=1C(=C(C=CC1)NS(=O)(=O)C1=C(C=CC(=C1)F)F)Cl (N-{3-[5-(2-amino-4-pyrimidinyl)-2-(1,1-dimethylethyl)-1,3-thiazol-4-yl]-2-chlorophenyl}-2,5-difluorobenzenesulfonamide), solid. Isolated yield 87.0%. As a reaction SMILES: [Cl:1][C:2]1[C:7]([C:8]2[N:9]=[C:10]([C:20]([CH3:23])([CH3:22])[CH3:21])[S:11][C:12]=2[C:13]2[CH:18]=[CH:17][N:16]=[C:15](Cl)[N:14]=2)=[CH:6][CH:5]=[CH:4][C:3]=1[NH:24][S:25]([C:28]1[CH:33]=[C:32]([F:34])[CH:31]=[CH:30][C:29]=1[F:35])(=[O:27])=[O:26].[OH-].[NH4+:37]>>[NH2:37][C:15]1[N:14]=[C:13]([C:12]2[S:11][C:10]([C:20]([CH3:22])([CH3:21])[CH3:23])=[N:9][C:8]=2[C:7]2[C:2]([Cl:1])=[C:3]([NH:24][S:25]([C:28]3[CH:33]=[C:32]([F:34])[CH:31]=[CH:30][C:29]=3[F:35])(=[O:26])=[O:27])[CH:4]=[CH:5][CH:6]=2)[CH:18]=[CH:17][N:16]=1 |f:1.2|. Reported procedure: Following a procedure analogous to the procedure described in Example 52, Step B using N-{2-chloro-3-[5-(2-chloro-4-pyrimidinyl)-2-(1,1-dimethylethyl)-1,3-thiazol-4-yl]phenyl}-2,5-difluorobenzenesulfonamide (100 mg, 0.180 mmol) and ammonium hydroxide (3 mL, 77 mmol), the title compound was obtained as an off white solid (88 mg, 87% yield). MS (ESI): 536 [M+H]+. The reactants are CCOC(C)=O, CC(=O)c1cccc([N+](=O)[O-])c1, C1CCOC1, O, O=S(=O)(Cl)Cl. Product: O=C(CCl)c1cccc([N+](=O)[O-])c1. RXN SMILES: [CH3:19][CH2:20][O:21][C:22](=[O:23])[CH3:24].[N+:1](=[O:2])([O-:3])[c:4]1[cH:5][c:6]([C:10]([CH3:11])=[O:12])[cH:7][cH:8][cH:9]1.[O:25]1[CH2:26][CH2:27][CH2:28][CH2:29]1.[OH2:18].[S:13]([Cl:14])(=[O:15])([Cl:16])=[O:17]>>[N+:1](=[O:2])([O-:3])[c:4]1[cH:5][c:6]([C:10]([CH2:11][Cl:16])=[O:12])[cH:7][cH:8][cH:9]1. Reactants: CI, CN(C)C=O, Cc1c(C)c2c(c(C)c1O)SC(CCCO)O2, c1ccc(OP(Oc2ccccc2)Oc2ccccc2)cc1. Yields the product Cc1c(C)c2c(c(C)c1O)SC(CCCI)O2. Reaction SMILES: [CH3:1][I:2].[CH3:42][N:43]([CH3:44])[CH:45]=[O:46].[OH:25][c:26]1[c:27]([CH3:41])[c:28]([CH3:40])[c:29]2[c:30]([c:38]1[CH3:39])[S:31][CH:32]([CH2:34][CH2:35][CH2:36][OH:37])[O:33]2.[P:3]([O:4][c:5]1[cH:6][cH:7][cH:8][cH:9][cH:10]1)([O:11][c:12]1[cH:13][cH:14][cH:15][cH:16][cH:17]1)[O:18][c:19]1[cH:20][cH:21][cH:22][cH:23][cH:24]1>>[I:2][CH2:36][CH2:35][CH2:34][CH:32]1[S:31][c:30]2[c:29]([c:28]([CH3:40])[c:27]([CH3:41])[c:26]([OH:25])[c:38]2[CH3:39])[O:33]1. Starting materials: COc1ccc(C(c2ccc(O)cc2)c2cccc3ccccc23)cc1, CC(C)=O, ClCCN1CCCCC1, Cl, [K+], [K+], O=C([O-])[O-]. Product: COc1ccc(C(c2ccc(OCCN3CCCCC3)cc2)c2cccc3ccccc23)cc1. Reaction SMILES: [CH3:1][O:2][c:3]1[cH:4][cH:5][c:6]([CH:9]([c:10]2[cH:11][cH:12][cH:13][c:14]3[cH:15][cH:16][cH:17][cH:18][c:19]23)[c:20]2[cH:21][cH:22][c:23]([OH:26])[cH:24][cH:25]2)[cH:7][cH:8]1.[CH3:43][C:44](=[O:45])[CH3:46].[Cl:34][CH2:35][CH2:36][N:37]1[CH2:38][CH2:39][CH2:40][CH2:41][CH2:42]1.[ClH:33].[K+:27].[K+:28].[O-:29][C:30]([O-:31])=[O:32]>>[CH3:1][O:2][c:3]1[cH:4][cH:5][c:6]([CH:9]([c:10]2[cH:11][cH:12][cH:13][c:14]3[cH:15][cH:16][cH:17][cH:18][c:19]23)[c:20]2[cH:21][cH:22][c:23]([O:26][CH2:35][CH2:36][N:37]3[CH2:38][CH2:39][CH2:40][CH2:41][CH2:42]3)[cH:24][cH:25]2)[cH:7][cH:8]1.